The task is: describe an organic reaction: reactants, conditions, products, and yield. This data is from the Open Reaction Database (ORD), a public repository of structured organic reaction records. The reactants are CC1=C2C(=CS1)C(=O)NC3=CC=CC=C3N2C(=O)CN4CCN(CC4)C.Cl.Cl (Telenzepine dihydrochloride), Cl (HCl), C(C)(C)N(CC)C(C)C (diisopropylethylamine), ClC(=O)OC(C)Cl (α-chloroethyl chloroformate), N,N,N-diisopropylethylamine, C([O-])([O-])=O.[Na+].[Na+] (sodium carbonate). The solvent is CO (methanol), CCOCC (ether), C(Cl)(Cl)Cl (CHCl3). The product is CC=1SC=C2C1N(C1=C(NC2=O)C=CC=C1)C(CN1CCNCC1)=O (4,9-Dihydro-3-methyl-4-[(1-piperazinyl)acetyl]-10H-thieno[3,4-b][1,5]benzodiazepin-10-one). Yield: 48.8%. Reaction SMILES: [CH3:1][C:2]1[S:6][CH:5]=[C:4]2[C:7]([NH:9][C:10]3[C:15]([N:16]([C:17]([CH2:19][N:20]4[CH2:25][CH2:24][N:23](C)[CH2:22][CH2:21]4)=[O:18])[C:3]=12)=[CH:14][CH:13]=[CH:12][CH:11]=3)=[O:8].Cl.Cl.ClC(OC(Cl)C)=O.C(N(C(C)C)CC)(C)C.Cl.C(=O)([O-])[O-].[Na+].[Na+]>C(Cl)(Cl)Cl.CO.CCOCC>[CH3:1][C:2]1[S:6][CH:5]=[C:4]2[C:7](=[O:8])[NH:9][C:10]3[CH:11]=[CH:12][CH:13]=[CH:14][C:15]=3[N:16]([C:17](=[O:18])[CH2:19][N:20]3[CH2:25][CH2:24][NH:23][CH2:22][CH2:21]3)[C:3]=12 |f:0.1.2,6.7.8|. Reported procedure: Telenzepine dihydrochloride (0.10 g, 0.23 mmol), α-chloroethyl chloroformate (0.2mL), and N,N,N-diisopropylethylamine (0.3 mL) were suspended in 100 mL anhydrous CHCl3 and the mixture was refluxed for 2 h, treated with an additional 0.1 mL of diisopropylethylamine, and heated 10 min. The CHCl3 was removed in vacuo and the solid (consisting mainly of the N-(α-chloroethyloxycarbonyl) intermediate which was not isolated) was dissolved in 7 mL of methanol and sufficient 1M HCl in ether to lower the ... The reactants are Cl (HCl), ClC=1C=C(C=CC1)C1=NC(=CC(=N1)CC1=CC=C(C=C1)C(C(=O)OC)(C)C)CC (methyl 2-(4-((2-(3-chlorophenyl)-6-ethylpyrimidin-4-yl)methyl)phenyl)-2-methylpropanoate), O1CCOCC1 (dioxane), O.[OH-].[Li+] (lithium hydroxide monohydrate). Run in O (water). Reaction conditions: temperature 50 celsius, time 7 hour. Yields the product ClC=1C=C(C=CC1)C1=NC(=CC(=N1)CC1=CC=C(C=C1)C(C(=O)O)(C)C)CC (2-(4-((2-(3-Chlorophenyl)-6-ethylpyrimidin-4-yl)methyl)phenyl)-2-methylpropanoic acid). Isolated yield 154.1%. As a reaction SMILES: [Cl:1][C:2]1[CH:3]=[C:4]([C:8]2[N:13]=[C:12]([CH2:14][C:15]3[CH:20]=[CH:19][C:18]([C:21]([CH3:27])([CH3:26])[C:22]([O:24]C)=[O:23])=[CH:17][CH:16]=3)[CH:11]=[C:10]([CH2:28][CH3:29])[N:9]=2)[CH:5]=[CH:6][CH:7]=1.O1CCOCC1.O.[OH-].[Li+].Cl>O>[Cl:1][C:2]1[CH:3]=[C:4]([C:8]2[N:13]=[C:12]([CH2:14][C:15]3[CH:20]=[CH:19][C:18]([C:21]([CH3:26])([CH3:27])[C:22]([OH:24])=[O:23])=[CH:17][CH:16]=3)[CH:11]=[C:10]([CH2:28][CH3:29])[N:9]=2)[CH:5]=[CH:6][CH:7]=1 |f:2.3.4|. Procedure details: An 250-mL round bottom flask was charged with methyl 2-(4-((2-(3-chlorophenyl)-6-ethylpyrimidin-4-yl)methyl)phenyl)-2-methylpropanoate (0.472 g, 1.15 mmol), dioxane (24 ml) and water (12 ml). To this solution was then added lithium hydroxide monohydrate (0.242 g, 5.77 mmol). The resulting mixture was stirred at 50° C. for 7 h. After this time the reaction mixture was cooled and treated with 2M aqueous HCl until pH˜5. The volatile materials were removed under reduced pressure to afford the title ... Reactants: C(C)(C)(C)OC(=O)N1[C@@H](C[C@H](C1)O[Si](C)(C)C(C)(C)C)C(CC(NC)=O)=O ((2S,4R)-N-tert-butoxycarbonyl-4-tert-butyldimethylsiloxy-2-[2-(N-methylcarbamoyl)-1-oxoethyl]pyrrolidine), Cl (hydrogen chloride). Solvent: CO (methanol), CO (methanol). Run at time 6 hour. Product: Cl.O[C@@H]1C[C@H](NC1)C(CC(NC)=O)=O ((2S,4R)-4-hydroxy-2-[2-(N-methylcarbamoyl)-1-oxoethyl]pyrrolidine monohydrochloride). The yield is 62.0%. Reaction SMILES: C(OC([N:8]1[CH2:12][C@H:11]([O:13][Si](C(C)(C)C)(C)C)[CH2:10][C@H:9]1[C:21](=[O:27])[CH2:22][C:23](=[O:26])[NH:24][CH3:25])=O)(C)(C)C.[ClH:28]>CO>[ClH:28].[OH:13][C@H:11]1[CH2:12][NH:8][C@H:9]([C:21](=[O:27])[CH2:22][C:23](=[O:26])[NH:24][CH3:25])[CH2:10]1 |f:3.4|. Procedure: To a solution of (2S,4R)-N-tert-butoxycarbonyl-4-tert-butyldimethylsiloxy-2-[2-(N-methylcarbamoyl)-1-oxoethyl]pyrrolidine (2.07 g, 5.3 mmol) in methanol (10 ml) was added a 5.5N hydrogen chloride--methanol solution (6 ml, 33 mmol). The mixture was stirred at room temperature for 6 h. The reaction solution was concentrated in vacuo. Tetrahydrofuran and ethanol were added to the obtained residue, and the precipitate was collected by filtration and washed with ethanol to obtain (2S,4R)-4-hydroxy-2-... Reactants: BrCC(=O)OC1CCCCC1 (cyclohexyl bromoacetate), O.O.C1(=CC=CC=C1)S(=O)[O-].[Na+] (sodium benzenesulfinate dihydrate), O (H2O). Solvent: CS(=O)C (dimethylsulfoxide). Conditions: temperature 60 celsius, time 6 hour. The product is C1(=CC=CC=C1)S(=O)(=O)CC(=O)OC1CCCCC1 (cyclohexyl benzenesulfonylacetate). Yield: 76.9%. As a reaction SMILES: Br[CH2:2][C:3]([O:5][CH:6]1[CH2:11][CH2:10][CH2:9][CH2:8][CH2:7]1)=[O:4].O.O.[C:14]1([S:20]([O-:22])=[O:21])[CH:19]=[CH:18][CH:17]=[CH:16][CH:15]=1.[Na+].O>CS(C)=O>[C:14]1([S:20]([CH2:2][C:3]([O:5][CH:6]2[CH2:11][CH2:10][CH2:9][CH2:8][CH2:7]2)=[O:4])(=[O:22])=[O:21])[CH:19]=[CH:18][CH:17]=[CH:16][CH:15]=1 |f:1.2.3.4|. Procedure: To a solution of cyclohexyl bromoacetate (15.6 g, 0.0705 mole) in dimethylsulfoxide (120 ml), sodium benzenesulfinate dihydrate (15 g, 0.075 mole) was added in a small portion at 20°-40° C., and reacted with stirring at 60° C. for 6 hours. After cooling, the reaction mixture was poured into cold H2O (1.5 liter). The precipitate was filtered, washed with H2O and dried to give 15.3 g of cyclohexyl benzenesulfonylacetate as a white crystals having a melting point of 35°-38° C.